Dataset: the Open Reaction Database (ORD), a public repository of structured organic reaction records. Task: describe an organic reaction: reactants, conditions, products, and yield Reactants: C1(=CC=CC=C1)C=1C2=C(SC1)C=C(C=C2)OC (3-Phenyl-6-methoxybenzo[b]thiophene), COC1=CC=C(C(=O)Cl)C=C1 (4-methoxybenzoyl chloride). The product is COC1=CC=C(C(=O)C2=C(C3=C(S2)C=C(C=C3)OC)C3=CC=CC=C3)C=C1 (2-(4-Methoxybenzoyl)-3-Phenyl-6-Methoxybenzo[b]thiophene). Yield: 91.0%. As a reaction SMILES: [C:1]1([C:7]2[C:8]3[CH:15]=[CH:14][C:13]([O:16][CH3:17])=[CH:12][C:9]=3[S:10][CH:11]=2)[CH:6]=[CH:5][CH:4]=[CH:3][CH:2]=1.[CH3:18][O:19][C:20]1[CH:28]=[CH:27][C:23]([C:24](Cl)=[O:25])=[CH:22][CH:21]=1>>[CH3:18][O:19][C:20]1[CH:28]=[CH:27][C:23]([C:24]([C:11]2[S:10][C:9]3[CH:12]=[C:13]([O:16][CH3:17])[CH:14]=[CH:15][C:8]=3[C:7]=2[C:1]2[CH:2]=[CH:3][CH:4]=[CH:5][CH:6]=2)=[O:25])=[CH:22][CH:21]=1. Procedure details: 3-Phenyl-6-methoxybenzo[b]thiophene and 4-methoxybenzoyl chloride were converted to the title compound by the procedure of Example 1 in 91% yield, after crystallization from methanol. Starting materials: CCOC(=O)Nc1c(OC)cc(Cc2cnc(N)nc2N)cc1OC, CCO, [Na+], [OH-]. Yields the product COc1cc(Cc2cnc(N)nc2N)cc(OC)c1N. As a reaction SMILES: [CH2:1]([O:2][C:3](=[O:4])[NH:5][c:6]1[c:7]([O:23][CH3:24])[cH:8][c:9]([CH2:14][c:15]2[c:16]([NH2:22])[n:17][c:18]([NH2:21])[n:19][cH:20]2)[cH:10][c:11]1[O:12][CH3:13])[CH3:25].[CH3:28][CH2:29][OH:30].[Na+:27].[OH-:26]>>[NH2:5][c:6]1[c:7]([O:23][CH3:24])[cH:8][c:9]([CH2:14][c:15]2[c:16]([NH2:22])[n:17][c:18]([NH2:21])[n:19][cH:20]2)[cH:10][c:11]1[O:12][CH3:13].